From a dataset of the Open Reaction Database (ORD), a public repository of structured organic reaction records. describe an organic reaction: reactants, conditions, products, and yield The reactants are COC(=O)c1ccc2c(c1)OCO2, NCCN. Product: NCCNC(=O)c1ccc2c(c1)OCO2. Reaction SMILES: [CH2:1]1[O:2][c:3]2[cH:4][c:5]([C:6]([O:8][CH3:7])=[O:9])[cH:10][cH:11][c:12]2[O:13]1.[NH2:14][CH2:15][CH2:16][NH2:17]>>[CH2:1]1[O:2][c:3]2[cH:4][c:5]([C:6](=[O:8])[NH:17][CH2:16][CH2:15][NH2:14])[cH:10][cH:11][c:12]2[O:13]1.